Dataset: the Open Reaction Database (ORD), a public repository of structured organic reaction records. Task: describe an organic reaction: reactants, conditions, products, and yield The reactants are C(=O)(C(F)(F)F)O (TFA), C(C)(=O)Cl (acetyl cloride), C(C)(C)(C)OC(N(C)CC1=CC2=C(N(C(=N2)CN2C(N(C(C3=CC=CC=C23)=O)C2CC2)=O)CCC(C)C)C=C1)=O ([2-(3-cyclopropyl-2,4-dioxo-3,4-dihydro-2H-quinazolin-1-ylmethyl)-1-(3-methyl-butyl)-1H-benzoimidazol-5-ylmethyl]-methyl-carbamic acid tert-butyl ester), C1(=CC=CC=C1)OC (anisole), C(=O)(C(F)(F)F)O (TFA). Solvent: C(Cl)Cl (DCM). Reaction conditions: time 1 hour. Product: C1(CC1)N1C(N(C2=CC=CC=C2C1=O)CC1=NC2=C(N1CCC(C)C)C=CC(=C2)CNC)=O (3-cyclopropyl-1-[5-methylaminomethyl-1-(3-methyl-butyl)-1H-benzoimidazol-2-ylmethyl]-1H-quinazoline-2,4-dione). Reaction SMILES: C(O[C:6](=O)[N:7]([CH2:9][C:10]1[CH:39]=[CH:38][C:13]2[N:14]([CH2:33][CH2:34][CH:35]([CH3:37])[CH3:36])[C:15]([CH2:17][N:18]3[C:27]4[C:22](=[CH:23][CH:24]=[CH:25][CH:26]=4)[C:21](=[O:28])[N:20]([CH:29]4[CH2:31][CH2:30]4)[C:19]3=[O:32])=[N:16][C:12]=2[CH:11]=1)C)(C)(C)C.C1(OC)C=CC=CC=1.C(O)(C(F)(F)F)=O.C(Cl)(=O)C>C(Cl)Cl>[CH:29]1([N:20]2[C:21](=[O:28])[C:22]3[C:27](=[CH:26][CH:25]=[CH:24][CH:23]=3)[N:18]([CH2:17][C:15]3[N:14]([CH2:33][CH2:34][CH:35]([CH3:37])[CH3:36])[C:13]4[CH:38]=[CH:39][C:10]([CH2:9][NH:7][CH3:6])=[CH:11][C:12]=4[N:16]=3)[C:19]2=[O:32])[CH2:31][CH2:30]1. Reported procedure: To a cooled (0° C.) solution of [2-(3-cyclopropyl-2,4-dioxo-3,4-dihydro-2H-quinazolin-1-ylmethyl)-1-(3-methyl-butyl)-1H-benzoimidazol-5-ylmethyl]-methyl-carbamic acid tert-butyl ester (39 mg, 0.071 mmol) and anisole (77 μL, 0.71 mmol) in DCM (3 mL) was added TFA (165 μL, 2.14 mmol). The solution was allowed to reach room temperature and after 1 h another amount of TFA (200 μL) was added. After 1 h the volatiles were removed in vacuo and the residue was stripped with DCM (2×) and methanol (1×). T... The reactants are 28, [O-]C#N.[K+] (potassium cyanate), 54, NC1=C(C=CC(=C1)C)NCCCO (3-[(2-amino-4-methylphenyl)amino]-1-propanol), Cl (hydrochloric acid). Solvent: O (water), O (water). Run at time 24 hour. Product: 19.5, OCCCN1C(NC2=C1C=CC(=C2)C)=O (1,3-dihydro-1-(3-hydroxypropyl)-5-methyl-2H-benzimidazol-2-one). The yield is 31.0%. As a reaction SMILES: [NH2:1][C:2]1[CH:7]=[C:6]([CH3:8])[CH:5]=[CH:4][C:3]=1[NH:9][CH2:10][CH2:11][CH2:12][OH:13].Cl.[O-:15][C:16]#N.[K+]>O>[OH:13][CH2:12][CH2:11][CH2:10][N:9]1[C:3]2[CH:4]=[CH:5][C:6]([CH3:8])=[CH:7][C:2]=2[NH:1][C:16]1=[O:15] |f:2.3|. Procedure: To a stirred and cooled solution of 54 parts of 3-[(2-amino-4-methylphenyl)amino]-1-propanol in 30 parts of hydrochloric acid solution 10% and 200 parts of water is added dropwise a solution of 28 parts of potassium cyanate in 50 parts of water at a temperature below 10° C. Upon completion, stirring is continued first for 1 hour at room temperature and further for 24 hours at reflux temperature. After cooling to room temperature, the product is extracted with trichloromethane. The extract is was... The reactants are O=C([O-])O, CC1CCC(n2cnc(CO)c2)CC1, Cc1ccccc1, I, [Na+], [Na+], [Na+], O, O=S([O-])([O-])=S. Product: CC1CCC(n2cnc(C=O)c2)CC1. RXN SMILES: [C:15](=[O:16])([OH:17])[O-:18].[CH3:1][CH:2]1[CH2:3][CH2:4][CH:5]([n:8]2[cH:9][n:10][c:11]([CH2:13][OH:14])[cH:12]2)[CH2:6][CH2:7]1.[CH3:28][c:29]1[cH:30][cH:31][cH:32][cH:33][cH:34]1.[I:20].[Na+:19].[Na+:26].[Na+:27].[OH2:35].[S:21]([O-:22])([O-:23])(=[O:24])=[S:25]>>[CH3:1][CH:2]1[CH2:3][CH2:4][CH:5]([n:8]2[cH:9][n:10][c:11]([CH:13]=[O:14])[cH:12]2)[CH2:6][CH2:7]1. Reactants: [Br-], BrCCBr, CCCC[N+](CCCC)(CCCC)CCCC, N#CCc1c(F)cccc1F, [Na+], [OH-]. Product: N#CC1(c2c(F)cccc2F)CC1. Reaction SMILES: [Br-:18].[Br:12][CH2:13][CH2:14][Br:15].[CH3:19][CH2:20][CH2:21][CH2:22][N+:23]([CH2:24][CH2:25][CH2:26][CH3:27])([CH2:28][CH2:29][CH2:30][CH3:31])[CH2:32][CH2:33][CH2:34][CH3:35].[F:1][c:2]1[c:3]([CH2:9][C:10]#[N:11])[c:4]([F:8])[cH:5][cH:6][cH:7]1.[Na+:17].[OH-:16]>>[F:1][c:2]1[c:3]([C:9]2([C:10]#[N:11])[CH2:13][CH2:14]2)[c:4]([F:8])[cH:5][cH:6][cH:7]1. Starting materials: C(C)(C)(C)C1=CC=C(COC2=C(C=C(C=C2)C2=CC=C(C=C2)OC(F)(F)F)NC(C(=O)OC)=O)C=C1 (methyl N-{4-[4-(tert-butyl)benzyloxy]-4′-(trifluoromethoxy)biphenyl-3-yl}oxamate), compound, CI (methyl iodide), C([O-])([O-])=O.[K+].[K+] (potassium carbonate), C1COCCOCCOCCOCCOCCO1 (18-crown-6). The solvent is C(C)#N (acetonitrile), O (water). Run at temperature 85 celsius, time 3 hour. The product is C(C)(C)(C)C1=CC=C(COC2=C(C=C(C=C2)C2=CC=C(C=C2)OC(F)(F)F)N(C(C(=O)OC)=O)C)C=C1 (methyl N-{4-[4-(tert-butyl)benzyloxy]-4′-(trifluoromethoxy)biphenyl-3-yl}-N-methyloxamate). Isolated yield 99.4%. As a reaction SMILES: [C:1]([C:5]1[CH:36]=[CH:35][C:8]([CH2:9][O:10][C:11]2[CH:16]=[CH:15][C:14]([C:17]3[CH:22]=[CH:21][C:20]([O:23][C:24]([F:27])([F:26])[F:25])=[CH:19][CH:18]=3)=[CH:13][C:12]=2[NH:28][C:29](=[O:34])[C:30]([O:32][CH3:33])=[O:31])=[CH:7][CH:6]=1)([CH3:4])([CH3:3])[CH3:2].CI.[C:39](=O)([O-])[O-].[K+].[K+].C1OCCOCCOCCOCCOCCOC1>O.C(#N)C>[C:1]([C:5]1[CH:6]=[CH:7][C:8]([CH2:9][O:10][C:11]2[CH:16]=[CH:15][C:14]([C:17]3[CH:22]=[CH:21][C:20]([O:23][C:24]([F:25])([F:26])[F:27])=[CH:19][CH:18]=3)=[CH:13][C:12]=2[N:28]([CH3:39])[C:29](=[O:34])[C:30]([O:32][CH3:33])=[O:31])=[CH:35][CH:36]=1)([CH3:4])([CH3:2])[CH3:3] |f:2.3.4|. Procedure details: A mixture of methyl N-{4-[4-(tert-butyl)benzyloxy]-4′-(trifluoromethoxy)biphenyl-3-yl}oxamate (compound of Example 6 (4); 3.0 g, 5.982 mmol), methyl iodide (9.387 g, 66.180 mmol), potassium carbonate (2.480 g, 17.946 mmol), 18-crown-6 (158 mg, 0.598 mmol) and acetonitrile (50 ml) was stirred at 85° C. for 3 hours. The reaction mixture was cooled to room temperature, diluted with water, and extracted with ethyl acetate. The organic layer was washed with saturated brine, and dried over anhydrous s... The reactants are C(C)(C)(C)OC(=O)N1CC2=C(CC1)C1=C(O2)C=C(C=C1)S(=O)(=O)C1=CC(=CC=C1)OCC1=CC=CC=C1 (7-(3-benzyloxy-benzenesulfonyl)-3,4-dihydro-1H-benzofuro[2,3-c]pyridine-2-carboxylic acid tert-butyl ester). The reagents and catalysts are [Pd] (Pd). Run in CO (methanol), CCOC(=O)C (EtOAc). The product is C1NCCC2=C1OC1=C2C=CC(=C1)S(=O)(=O)C=1C=C(C=CC1)O (3-(1,2,3,4-Tetrahydro-benzo[4,5]furo[2,3-c]pyridine-7-sulfonyl)-phenol). RXN SMILES: C(OC([N:8]1[CH2:13][CH2:12][C:11]2[C:14]3[CH:20]=[CH:19][C:18]([S:21]([C:24]4[CH:29]=[CH:28][CH:27]=[C:26]([O:30]CC5C=CC=CC=5)[CH:25]=4)(=[O:23])=[O:22])=[CH:17][C:15]=3[O:16][C:10]=2[CH2:9]1)=O)(C)(C)C>CO.CCOC(C)=O.[Pd]>[CH2:9]1[C:10]2[O:16][C:15]3[CH:17]=[C:18]([S:21]([C:24]4[CH:25]=[C:26]([OH:30])[CH:27]=[CH:28][CH:29]=4)(=[O:22])=[O:23])[CH:19]=[CH:20][C:14]=3[C:11]=2[CH2:12][CH2:13][NH:8]1. Procedure details: To a solution of 7-(3-benzyloxy-benzenesulfonyl)-3,4-dihydro-1H-benzofuro[2,3-c]pyridine-2-carboxylic acid tert-butyl ester (50 mg, 0.1 mmol) in 5 mL methanol and 1 mL EtOAc was added Pd black (10% on carbon, 45 mg, 3.4 mmol). The mixture was kept under hydrogenation at 40 psi overnight and the solvent was evaporated. After filtration, the debenzylated product was taken to the next step without further purification. Removal of N-Boc protecting group with 4N HCl using a general procedure afforded... The reactants are C1CCOC1, CCCCCC, [Li]CCCC, [Cl-], N#N, [NH4+], CN(C)C=O, CC1(c2ccco2)OCCO1. The product is CC1(c2ccc(C=O)o2)OCCO1. Reaction SMILES: [CH2:32]1[O:33][CH2:34][CH2:35][CH2:36]1.[CH3:26][CH2:27][CH2:28][CH2:29][CH2:30][CH3:31].[CH3:3][CH2:4][CH2:5][CH2:6][Li:7].[Cl-:24].[N:1]#[N:2].[NH4+:25].[O:19]=[CH:20][N:21]([CH3:22])[CH3:23].[o:8]1[c:9]([C:13]2([CH3:18])[O:14][CH2:15][CH2:16][O:17]2)[cH:10][cH:11][cH:12]1>>[o:8]1[c:9]([C:13]2([CH3:18])[O:14][CH2:15][CH2:16][O:17]2)[cH:10][cH:11][c:12]1[CH:20]=[O:19]. Starting materials: FC1=CC=C(C(=O)N2C(C=CC3=CC=CC=C23)C#N)C=C1 (1-(4-Fluorobenzoyl)-1,2-dihydro-quinoline-2-carbonitrile), OO (Hydrogen peroxide), solution, C([O-])(O)=O.[Na+] (sodium bicarbonate). Run in CC(=O)C (acetone). Conditions: time 10 minute. Yields the product FC1=CC=C(C(=O)N2C(C=CC3=CC=CC=C23)C(=O)N)C=C1 (1-(4-Fluorobenzoyl)-1,2-dihydro-quinoline-2-carboxylic acid amide). Reaction SMILES: [F:1][C:2]1[CH:21]=[CH:20][C:5]([C:6]([N:8]2[C:17]3[C:12](=[CH:13][CH:14]=[CH:15][CH:16]=3)[CH:11]=[CH:10][CH:9]2[C:18]#[N:19])=[O:7])=[CH:4][CH:3]=1.C(=O)(O)[O-:23].[Na+].OO>CC(C)=O>[F:1][C:2]1[CH:3]=[CH:4][C:5]([C:6]([N:8]2[C:17]3[C:12](=[CH:13][CH:14]=[CH:15][CH:16]=3)[CH:11]=[CH:10][CH:9]2[C:18]([NH2:19])=[O:23])=[O:7])=[CH:20][CH:21]=1 |f:1.2|. Reported procedure: 1-(4-Fluorobenzoyl)-1,2-dihydro-quinoline-2-carbonitrile (24.0 g) was dissolved in acetone (500 mL). Solid sodium bicarbonate (15 g) was added. The mixture was stirred for 10 minutes. 30% Hydrogen peroxide solution (300 mL of a 30% solution) was added drop-wise. Stirring was continued for 30 minutes. The mixture was then warmed slowly until a solution formed, then stirred at ambient temperature for 2 hours. The acetone was evaporated under vacuum. The aqueous residue was diluted with water (100 ... Starting materials: CN(CCOC1=CC=C(C=C1)[N+](=O)[O-])C (dimethyl-[2-(4-nitro-phenoxy)-ethyl]-amine), [H][H] (hydrogen). The reagents and catalysts are [Pd] (Pd—C). Run in C(C)(=O)OCC (ethyl acetate). Yields the product CN(CCOC1=CC=C(C=C1)N)C (4-(2-Dimethylamino-ethoxy)-phenylamine). Reaction SMILES: [CH3:1][N:2]([CH3:15])[CH2:3][CH2:4][O:5][C:6]1[CH:11]=[CH:10][C:9]([N+:12]([O-])=O)=[CH:8][CH:7]=1.[H][H]>C(OCC)(=O)C.[Pd]>[CH3:1][N:2]([CH3:15])[CH2:3][CH2:4][O:5][C:6]1[CH:11]=[CH:10][C:9]([NH2:12])=[CH:8][CH:7]=1. Procedure: A mixture of dimethyl-[2-(4-nitro-phenoxy)-ethyl]-amine (3.0 g, 14 mmol) and 5% Pd—C (0.4 g) in ethyl acetate (70 mL) was hydrogenated under 50 psi hydrogen for 20 hours. The mixture was filtered through Celite and the filtrate was evaporated in vacuo, providing 2.6 g, in quantitative yield; 1H NMR (CDCl3) δ 2.32 (s, 6H), 2.69 (t, J=5.8 Hz, 2H), 3.99 (t, J=5.8 Hz, 2H), 6.00-6.66 (m, 2H), 6.73-6.78 (m, 2H). Reaction conditions: temperature 85 celsius, time 24 hour. Yield: 24.7%. Reactants: BrC=1C=CC(=C(C1)C1=NC2=C(N1C)C=CC=C2)F (2-(5-Bromo-2-fluoro-phenyl)-1-methyl-1H-benzoimidazole), C(C)(C)(C)OC(=O)N1CCNCC1 (piperazine-1-carboxylic acid tert-butyl ester), C([O-])([O-])=O.[Cs+].[Cs+] (cesium carbonate). Procedure details: 2-(5-Bromo-2-fluoro-phenyl)-1-methyl-1H-benzoimidazole (2.10 g, 6.9 mmol), piperazine-1-carboxylic acid tert-butyl ester (1.16 g, 8.3 mmol), cesium carbonate (3.14 g, 9.6 mmol) rac-2,2′ bis(diphenylphosphino)-1,1′-binaphtyl (BINAP) (0.17 g, 0.28 mmol) and tris-(dibenzilideneacetone)dipalladium(0) (0.06 g, 0.07 mmol) were placed in a Schlenk tube and purged by repeated nitrogen/vacuum cycles for 10 minutes. Dry toluene (13 mL) was added and the reaction was stirred at 85° C. for 24 h. Reaction wa... Reaction SMILES: Br[C:2]1[CH:3]=[CH:4][C:5]([F:18])=[C:6]([C:8]2[N:12]([CH3:13])[C:11]3[CH:14]=[CH:15][CH:16]=[CH:17][C:10]=3[N:9]=2)[CH:7]=1.[C:19]([O:23][C:24]([N:26]1[CH2:31][CH2:30][NH:29][CH2:28][CH2:27]1)=[O:25])([CH3:22])([CH3:21])[CH3:20].C(=O)([O-])[O-].[Cs+].[Cs+]>CCOC(C)=O.C1C=CC(/C=C/C(/C=C/C2C=CC=CC=2)=O)=CC=1.C1C=CC(/C=C/C(/C=C/C2C=CC=CC=2)=O)=CC=1.C1C=CC(/C=C/C(/C=C/C2C=CC=CC=2)=O)=CC=1.[Pd].[Pd]>[C:19]([O:23][C:24]([N:26]1[CH2:31][CH2:30][N:29]([C:2]2[CH:3]=[CH:4][C:5]([F:18])=[C:6]([C:8]3[N:12]([CH3:13])[C:11]4[CH:14]=[CH:15][CH:16]=[CH:17][C:10]=4[N:9]=3)[CH:7]=2)[CH2:28][CH2:27]1)=[O:25])([CH3:22])([CH3:20])[CH3:21] |f:2.3.4,6.7.8.9.10|. Solvent: CCOC(=O)C (AcOEt). Reagents/catalysts: C=1C=CC(=CC1)/C=C/C(=O)/C=C/C2=CC=CC=C2.C=1C=CC(=CC1)/C=C/C(=O)/C=C/C2=CC=CC=C2.C=1C=CC(=CC1)/C=C/C(=O)/C=C/C2=CC=CC=C2.[Pd].[Pd] (tris-(dibenzilideneacetone)dipalladium(0)). The product is starting material, C(C)(C)(C)OC(=O)N1CCN(CC1)C1=CC(=C(C=C1)F)C1=NC2=C(N1C)C=CC=C2 (4-[4-Fluoro-3-(1-methyl-1H-benzoimidazol-2-yl)-phenyl]-piperazine-1-carboxylic acid tert-butyl ester).